From a dataset of the Open Reaction Database (ORD), a public repository of structured organic reaction records. describe an organic reaction: reactants, conditions, products, and yield Starting materials: Cc1nn(-c2ccc(CCNC(=O)Oc3ccccc3)cc2)c(C)c1-c1ccccc1, NS(=O)(=O)c1ccc(Cl)cc1. The product is Cc1nn(-c2ccc(CCNC(=O)NS(=O)(=O)c3ccc(Cl)cc3)cc2)c(C)c1-c1ccccc1. Reaction SMILES: [CH3:1][c:2]1[n:3][n:4](-[c:14]2[cH:15][cH:16][c:17]([CH2:20][CH2:21][NH:22][C:23]([O:24][c:26]3[cH:27][cH:28][cH:29][cH:30][cH:31]3)=[O:25])[cH:18][cH:19]2)[c:5]([CH3:13])[c:6]1-[c:7]1[cH:8][cH:9][cH:10][cH:11][cH:12]1.[Cl:32][c:33]1[cH:34][cH:35][c:36]([S:39](=[O:40])(=[O:41])[NH2:42])[cH:37][cH:38]1>>[CH3:1][c:2]1[n:3][n:4](-[c:14]2[cH:15][cH:16][c:17]([CH2:20][CH2:21][NH:22][C:23](=[O:24])[NH:42][S:39]([c:36]3[cH:35][cH:34][c:33]([Cl:32])[cH:38][cH:37]3)(=[O:40])=[O:41])[cH:18][cH:19]2)[c:5]([CH3:13])[c:6]1-[c:7]1[cH:8][cH:9][cH:10][cH:11][cH:12]1.